This data is from the Open Reaction Database (ORD), a public repository of structured organic reaction records. The task is: describe an organic reaction: reactants, conditions, products, and yield Reactants: CS(=O)(=O)OCC=1C(=NSC1C(F)(F)F)C1=CC=C(C=C1)Cl ([3-(4-chlorophenyl)-5-(trifluoromethyl)-1,2-thiazol-4-yl]methyl methanesulfonate), FC1=C(C=CC(=C1F)O)CCC(=O)OCC (ethyl 3-(2,3-difluoro-4-hydroxyphenyl)propanoate), C([O-])([O-])=O.[K+].[K+] (potassium carbonate). Solvent: CN(C=O)C (N,N-dimethyl formamide). Conditions: temperature 30 celsius, time 8 hour. Yields the product ClC1=CC=C(C=C1)C1=NSC(=C1COC1=C(C(=C(C=C1)CCC(=O)OCC)F)F)C(F)(F)F (Ethyl 3-(4-[[3-(4-chlorophenyl)-5-(trifluoromethyl)-1,2-thiazol-4-yl]methoxy]-2,3-difluorophenyl)propanoate). As a reaction SMILES: CS([O:5][CH2:6][C:7]1[C:8]([C:16]2[CH:21]=[CH:20][C:19]([Cl:22])=[CH:18][CH:17]=2)=[N:9][S:10][C:11]=1[C:12]([F:15])([F:14])[F:13])(=O)=O.[F:23][C:24]1[C:29]([F:30])=[C:28](O)[CH:27]=[CH:26][C:25]=1[CH2:32][CH2:33][C:34]([O:36][CH2:37][CH3:38])=[O:35].C(=O)([O-])[O-].[K+].[K+]>CN(C)C=O>[Cl:22][C:19]1[CH:20]=[CH:21][C:16]([C:8]2[C:7]([CH2:6][O:5][C:28]3[CH:27]=[CH:26][C:25]([CH2:32][CH2:33][C:34]([O:36][CH2:37][CH3:38])=[O:35])=[C:24]([F:23])[C:29]=3[F:30])=[C:11]([C:12]([F:15])([F:14])[F:13])[S:10][N:9]=2)=[CH:17][CH:18]=1 |f:2.3.4|. Reported procedure: Into a 50-mL round-bottom flask, was placed [3-(4-chlorophenyl)-5-(trifluoromethyl)-1,2-thiazol-4-yl]methyl methanesulfonate (101 mg, 0.27 mmol, 1.00 equiv), ethyl 3-(2,3-difluoro-4-hydroxyphenyl)propanoate (prepared according to PCT Application WO2010/048207A2) (81 mg, 0.35 mmol, 1.30 equiv), N,N-dimethyl formamide (3.0 mL), potassium carbonate (113 mg, 0.82 mmol, 3.01 equiv). The resulting solution was stirred overnight at 30° C. The reaction progress was monitored by LCMS. The reaction was th... The reactants are C1(=CC=CC=C1)CCC(CCC)=O (1-phenyl-3-hexanone), ClCC(=O)OCC (ethyl chloroacetate), Cl[Si](C)(C)C (chlorotrimethylsilane), [Mg] (Magnesium), Cl (hydrochloric acid). The solvent is C1CCOC1 (THF), C1CCOC1 (THF). Run at time 2 hour. The product is OC(CC(=O)OCC)(CCC)CCC1=CC=CC=C1 (ethyl 3-hydroxy-3-(2-phenylethyl)hexanoate). The yield is 72.3%. As a reaction SMILES: [Mg].[C:2]1([CH2:8][CH2:9][C:10](=[O:14])[CH2:11][CH2:12][CH3:13])[CH:7]=[CH:6][CH:5]=[CH:4][CH:3]=1.Cl[CH2:16][C:17]([O:19][CH2:20][CH3:21])=[O:18].Cl[Si](C)(C)C.Cl>C1COCC1>[OH:14][C:10]([CH2:9][CH2:8][C:2]1[CH:7]=[CH:6][CH:5]=[CH:4][CH:3]=1)([CH2:11][CH2:12][CH3:13])[CH2:16][C:17]([O:19][CH2:20][CH3:21])=[O:18]. Procedure: Magnesium (13.6 g, 0.559 mole) was suspended in THF (50 mL), and thereto was added a mixture of 1-phenyl-3-hexanone (20.09 g, 0.114 mole), ethyl chloroacetate (34.8 g, 0.284 mole) and chlorotrimethylsilane (15.4 g, 0.142 mole) at 20° C.-30° C. over 180 min in a thin stream. The mixture was stirred at 20° C.-30° C. for 2 hr and treated with diluted hydrochloric acid to give a THF solution containing ethyl 3-hydroxy-3-(2-phenylethyl)hexanoate (21.8 g, yield: 72.3%; quantified by absolute calibrati... Reactants: BrCC1OCCO1, O=C([O-])[O-], CN(C)C=O, ClC(Cl)Cl, [Cl-], [H-], [K+], [K+], [Na+], [Na+], O, O=c1ccc2ncccc2[nH]1. Yields the product O=c1ccc2ncccc2n1CC1OCCO1. RXN SMILES: [Br:14][CH2:15][CH:16]1[O:17][CH2:18][CH2:19][O:20]1.[C:21](=[O:22])([O-:23])[O-:24].[CH3:29][N:30]([CH3:31])[CH:32]=[O:33].[CH:34]([Cl:35])([Cl:36])[Cl:37].[Cl-:28].[H-:12].[K+:25].[K+:26].[Na+:13].[Na+:27].[OH2:38].[nH:1]1[c:2](=[O:11])[cH:3][cH:4][c:5]2[n:6][cH:7][cH:8][cH:9][c:10]12>>[n:1]1([CH2:15][CH:16]2[O:17][CH2:18][CH2:19][O:20]2)[c:2](=[O:11])[cH:3][cH:4][c:5]2[n:6][cH:7][cH:8][cH:9][c:10]12. The reactants are CC[SiH](CC)CC, CCC(N)=O, Cc1ccccc1, Cc1cc(C2=NOC(c3cc(Cl)cc(Cl)c3)(C(F)(F)F)C2)sc1C=O, O=C(O)C(F)(F)F. Product: CCC(=O)NCc1sc(C2=NOC(c3cc(Cl)cc(Cl)c3)(C(F)(F)F)C2)cc1C. As a reaction SMILES: [CH2:38]([SiH:39]([CH2:40][CH3:41])[CH2:42][CH3:43])[CH3:44].[CH3:26][CH2:27][C:28]([NH2:29])=[O:30].[CH3:45][c:46]1[cH:47][cH:48][cH:49][cH:50][cH:51]1.[Cl:1][c:2]1[cH:3][c:4]([C:9]2([C:22]([F:23])([F:24])[F:25])[CH2:10][C:11]([c:14]3[cH:15][c:16]([CH3:21])[c:17]([CH:19]=[O:20])[s:18]3)=[N:12][O:13]2)[cH:5][c:6]([Cl:8])[cH:7]1.[OH:31][C:32]([C:33]([F:34])([F:35])[F:36])=[O:37]>>[Cl:1][c:2]1[cH:3][c:4]([C:9]2([C:22]([F:23])([F:24])[F:25])[CH2:10][C:11]([c:14]3[cH:15][c:16]([CH3:21])[c:17]([CH2:19][NH:29][C:28]([CH2:27][CH3:26])=[O:30])[s:18]3)=[N:12][O:13]2)[cH:5][c:6]([Cl:8])[cH:7]1. Reactants: CCOC(=O)c1nn2c(c1OCc1ccccc1)C(=O)N(C)CC2C(=O)C=[N+]=[N-], CCOCC, ClCCl, Cl. The product is CCOC(=O)c1nn2c(c1OCc1ccccc1)C(=O)N(C)CC2C(=O)CCl. As a reaction SMILES: [CH2:1]([c:2]1[cH:3][cH:4][cH:5][cH:6][cH:7]1)[O:8][c:9]1[c:10]([C:25](=[O:26])[O:27][CH2:28][CH3:29])[n:11][n:12]2[c:13]1[C:14](=[O:24])[N:15]([CH3:23])[CH2:16][CH:17]2[C:18]([CH:19]=[N+:20]=[N-:21])=[O:22].[CH3:31][CH2:32][O:33][CH2:34][CH3:35].[Cl:36][CH2:37][Cl:38].[ClH:30]>>[CH2:1]([c:2]1[cH:3][cH:4][cH:5][cH:6][cH:7]1)[O:8][c:9]1[c:10]([C:25](=[O:26])[O:27][CH2:28][CH3:29])[n:11][n:12]2[c:13]1[C:14](=[O:24])[N:15]([CH3:23])[CH2:16][CH:17]2[C:18]([CH2:19][Cl:30])=[O:22].